Dataset: the Open Reaction Database (ORD), a public repository of structured organic reaction records. Task: describe an organic reaction: reactants, conditions, products, and yield Starting materials: C(C)OC(=O)N1C[C@H]([C@H](CC1)NS(=O)(=O)C1=CC=C(C2=CC=CC=C12)NC(C1=C(C=CC=C1)C)=O)C(=O)OCC ((±)-(cis)-4-[4-(2-Methyl-benzoylamino)-naphthalene-1-sulfonylamino]-piperidine-1,3-dicarboxylic acid diethyl ester), C(C)OC(=O)N1C[C@H]([C@H](CC1)NS(=O)(=O)C1=CC=C(C2=CC=CC=C12)NC(C1=C(C=CC=C1)C)=O)C(=O)OCC ((±)-(cis)-4-[4-(2-Methyl-benzoylamino)-naphthalene-1-sulfonylamino]-piperidine-1,3-dicarboxylic acid diethyl ester), [BH4-].[Li+] (lithium borohydride), C(C)(C)(C)OC(=O)N1CCC(CC1)N (4-amino-piperidine-1-carboxylic acid tert-butyl ester), N(=C=O)C(C)C (2-isocyanato-propane), resultant solution. Solvent: C1CCOC1 (THF), C1CCOC1 (THF). The product is C(C)OC(=O)N1C[C@H]([C@H](CC1)NS(=O)(=O)C1=CC=C(C2=CC=CC=C12)NC(C1=C(C=CC=C1)C)=O)CO ((±)-(cis)-3-Hydroxymethyl-4-[4-(2-methyl-benzoylamino)-naphthalene-1-sulfonylamino]-piperidine-1-carboxylic acid ethyl ester). Reaction SMILES: [CH2:1]([O:3][C:4]([N:6]1[CH2:11][CH2:10][C@H:9]([NH:12][S:13]([C:16]2[C:25]3[C:20](=[CH:21][CH:22]=[CH:23][CH:24]=3)[C:19]([NH:26][C:27](=[O:35])[C:28]3[CH:33]=[CH:32][CH:31]=[CH:30][C:29]=3[CH3:34])=[CH:18][CH:17]=2)(=[O:15])=[O:14])[C@H:8]([C:36](OCC)=[O:37])[CH2:7]1)=[O:5])[CH3:2].C(OC(N1CCC(N)CC1)=O)(C)(C)C.N(C(C)C)=C=O.[BH4-].[Li+]>C1COCC1>[CH2:1]([O:3][C:4]([N:6]1[CH2:11][CH2:10][C@H:9]([NH:12][S:13]([C:16]2[C:25]3[C:20](=[CH:21][CH:22]=[CH:23][CH:24]=3)[C:19]([NH:26][C:27](=[O:35])[C:28]3[CH:33]=[CH:32][CH:31]=[CH:30][C:29]=3[CH3:34])=[CH:18][CH:17]=2)(=[O:14])=[O:15])[C@H:8]([CH2:36][OH:37])[CH2:7]1)=[O:5])[CH3:2] |f:3.4|. Reported procedure: (±)-(cis)-4-[4-(2-Methyl-benzoylamino)-naphthalene-1-sulfonylamino]-piperidine-1,3-dicarboxylic acid diethyl ester was made following general procedure in Scheme 5, substituting (±)-4-amino-1-benzyl-piperidine-3-carboxylic acid ethyl ester (5) for 4-amino-piperidine-1-carboxylic acid tert-butyl ester, and substituting ethyl chloroformate for 2-isocyanato-propane. To the solution of (±)-(cis)-4-[4-(2-Methyl-benzoylamino)-naphthalene-1-sulfonylamino]-piperidine-1,3-dicarboxylic acid diethyl ester ... The reactants are OC1OC=C([C@@H]2[C@H]1C(=CC2)CO)C(=O)OC (methyl (4aS,7aS)-1-hydroxy-7-hydroxymethyl-1,4a,5, 7a-tetrahydrocyclopenta[c]pyran-4-carboxylate), C(C1=CC=CC=C1)O (benzyl alcohol), FB(F)F.C(C)OCC (trifluoroboron diethylether). The solvent is O1CCCC1 (tetrahydrofuran). Conditions: temperature 75 celsius. Product: C(C1=CC=CC=C1)O[C@@H]1OC=C([C@@H]2[C@H]1C(=CC2)CO)C(=O)OC (methyl (1R,4aS,7aS)-1-benzyloxy-7-hydroxymethyl-1,4a,5,7a-tetrahydrocyclopenta[c]pyran-4-carboxylate). Yield: 38.6%. Reaction SMILES: [OH:1][CH:2]1[C@@H:7]2[C:8]([CH2:11][OH:12])=[CH:9][CH2:10][C@@H:6]2[C:5]([C:13]([O:15][CH3:16])=[O:14])=[CH:4][O:3]1.[CH2:17](O)[C:18]1[CH:23]=[CH:22][CH:21]=[CH:20][CH:19]=1.FB(F)F.C(OCC)C>O1CCCC1>[CH2:17]([O:1][C@H:2]1[C@@H:7]2[C:8]([CH2:11][OH:12])=[CH:9][CH2:10][C@@H:6]2[C:5]([C:13]([O:15][CH3:16])=[O:14])=[CH:4][O:3]1)[C:18]1[CH:23]=[CH:22][CH:21]=[CH:20][CH:19]=1 |f:2.3|. Procedure: 1.13 g (5.0 mmol) of methyl (4aS,7aS)-1-hydroxy-7-hydroxymethyl-1,4a,5, 7a-tetrahydrocyclopenta[c]pyran-4-carboxylate was dissoved in 10 ml of dried tetrahydrofuran, then 2.60 ml (25 mmol) of benzyl alcohol and catalytic amount of trifluoroboron diethylether were added thereto. The resulting mixture was stirred while refluxing for 48 hours at 75° C. The mixture was cooled down to room temperature and concentrated. The residue was dissolved in ethylacetate and then washed with saturated aqueous s... Reaction SMILES: [C:4]([CH3:5])(=[O:6])[c:7]1[c:8]([OH:18])[cH:9][c:10]([CH3:17])[c:11]([NH:13][C:14]([CH3:15])=[O:16])[cH:12]1.[CH3:1][CH2:2][OH:3].[CH3:23][C:24](=[O:25])[O-:26].[Cl-:19].[Na+:22].[OH2:27].[OH:20][NH3+:21]>>[C:4]([CH3:5])([c:7]1[c:8]([OH:18])[cH:9][c:10]([CH3:17])[c:11]([NH:13][C:14]([CH3:15])=[O:16])[cH:12]1)=[N:21][OH:20]. Reactants: CC(=O)Nc1cc(C(C)=O)c(O)cc1C, CCO, CC(=O)[O-], [Cl-], [Na+], O, [NH3+]O. The product is CC(=O)Nc1cc(C(C)=NO)c(O)cc1C. Starting materials: NC1=C(C(=O)C2=CC=CC=C2)C=CC=C1 (2-aminobenzophenone), saturated aqueous solution, C(O)([O-])=O.[Na+] (sodium hydrogencarbonate). Run in C(C)(=O)OCC (ethyl acetate). Reaction conditions: time 1 hour. The product is O=C1CCC(O1)C(=O)NC1=C(C(=O)C2=CC=CC=C2)C=CC=C1 (2-(5-oxotetrahydrofuran-2-carbonyl)aminobenzophenone). As a reaction SMILES: [NH2:1][C:2]1[CH:15]=[CH:14][CH:13]=[CH:12][C:3]=1[C:4]([C:6]1[CH:11]=[CH:10][CH:9]=[CH:8][CH:7]=1)=[O:5].[C:16](=[O:19])([O-])[OH:17].[Na+]>C(OCC)(=O)C>[O:19]=[C:16]1[O:17][CH:3]([C:4]([NH:1][C:2]2[CH:15]=[CH:14][CH:13]=[CH:12][C:3]=2[C:4]([C:6]2[CH:11]=[CH:10][CH:9]=[CH:8][CH:7]=2)=[O:5])=[O:5])[CH2:2][CH2:15]1 |f:1.2|. Reported procedure: A mixture of 4.9 g of 5-oxotetrahydrofuran-2-carboxylic acid and 5.5 ml of thionyl chloride was subjected to reflux for 2 hours. Thionyl chloride was then distilled off under reduced pressure to leave 5-oxotetrahydrofuran-2-carbonyl chloride. This product was mixed with 5.0 g of 2-aminobenzophenone, 200 ml of ethyl acetate and 200 ml of a saturated aqueous solution of sodium hydrogencarbonate, which was stirred for one hour at room temperature. The ethyl acetate layer was washed with water and d...